This data is from the Open Reaction Database (ORD), a public repository of structured organic reaction records. The task is: describe an organic reaction: reactants, conditions, products, and yield Reactants: FC1=C(C=CC(=C1)/N=C/C=1OC(=CC1)[N+](=O)[O-])N1CCC(CC1)C1=NNC(O1)=O (5-[1-(2-Fluoro-4-[(E)-1-(5-nitro-2-furyl)methylidene]aminophenyl)-4-piperidyl]-2,3-dihydro-1,3,4-oxadiazol-2-one), C(#N)[BH3-].[Na+] (sodiumcyano borohydride), C([O-])(O)=O.[Na+] (sodium bi carbonate). Reagents/catalysts: CC(=O)O (CH3COOH). Run in CO (methanol). The product is FC1=C(C=CC(=C1)NCC=1OC(=CC1)[N+](=O)[O-])N1CCC(CC1)C1=NNC(O1)=O (5-[1-(2-Fluoro-4-[(5-nitro-2-furyl)methyl]aminophenyl)-4-piperidyl]-2,3-dihydro-1,3,4-oxadiazol-2-one). Isolated yield 80.8%. Reaction SMILES: [F:1][C:2]1[CH:7]=[C:6](/[N:8]=[CH:9]/[C:10]2[O:11][C:12]([N+:15]([O-:17])=[O:16])=[CH:13][CH:14]=2)[CH:5]=[CH:4][C:3]=1[N:18]1[CH2:23][CH2:22][CH:21]([C:24]2[O:28][C:27](=[O:29])[NH:26][N:25]=2)[CH2:20][CH2:19]1.C([BH3-])#N.[Na+].C(=O)(O)[O-].[Na+]>CC(O)=O.CO>[F:1][C:2]1[CH:7]=[C:6]([NH:8][CH2:9][C:10]2[O:11][C:12]([N+:15]([O-:17])=[O:16])=[CH:13][CH:14]=2)[CH:5]=[CH:4][C:3]=1[N:18]1[CH2:19][CH2:20][CH:21]([C:24]2[O:28][C:27](=[O:29])[NH:26][N:25]=2)[CH2:22][CH2:23]1 |f:1.2,3.4|. Procedure details: 5-[1-(2-Fluoro-4-[(E)-1-(5-nitro-2-furyl)methylidene]aminophenyl)-4-piperidyl]-2,3-dihydro-1,3,4-oxadiazol-2-one (9e, 0.40 g, 1 mmol) on reduction with sodiumcyano borohydride (0.12 g, 2 mmol) in the presence of catalytic amount of CH3COOH (3 drops) in methanol at 0° C. for 12 h. After completion of the reaction as indicated by TLC, the reaction mixture is neutralized with sodium bi carbonate and extracted into chloroform. The crude product thus obtained was purified by column chromatography usi... Starting materials: FC1=CC=C(CN2N=CN(C2=O)C2=CC(=C(S2)C(=O)OCC)C)C=C1 (ethyl 5-(1-(4-fluorobenzyl)-5-oxo-1H-1,2,4-triazol-4(5H)-yl)-3-methylthiophene-2-carboxylate), C(C1=CC=CC=C1)N1N=CN(C1=O)C=1C(=C(SC1)C(=O)[O-])C (1-benzyl-5-oxo-1H-1,2,4-triazol-4(5H)-yl-3-methylthiophene-2-carboxylate). Product: C(C1=CC=CC=C1)N1N=CN(C1=O)C1=CC(=C(S1)C(=O)O)C (5-(1-benzyl-5-oxo-1H-1,2,4-triazol-4(5H)-yl)-3-methylthiophene-2-carboxylic acid). Yield: 86.0%. Reaction SMILES: F[C:2]1[CH:25]=[CH:24][C:5]([CH2:6][N:7]2[C:11](=[O:12])[N:10]([C:13]3[S:17][C:16]([C:18]([O:20]CC)=[O:19])=[C:15]([CH3:23])[CH:14]=3)[CH:9]=[N:8]2)=[CH:4][CH:3]=1.C(N1C(=O)N(C2C(C)=C(C([O-])=O)SC=2)C=N1)C1C=CC=CC=1>>[CH2:6]([N:7]1[C:11](=[O:12])[N:10]([C:13]2[S:17][C:16]([C:18]([OH:20])=[O:19])=[C:15]([CH3:23])[CH:14]=2)[CH:9]=[N:8]1)[C:5]1[CH:24]=[CH:25][CH:2]=[CH:3][CH:4]=1. Procedure: Following the procedure as described in Example 30, making variations as required to replace ethyl 5-(1-(4-fluorobenzyl)-5-oxo-1H-1,2,4-triazol-4(5H)-yl)-3-methylthiophene-2-carboxylate with ethyl 5-(1-benzyl-5-oxo-1H-1,2,4-triazol-4(5H)-yl-3-methylthiophene-2-carboxylate, the title compound was obtained as a colorless solid in 86% yield: NMR (300 MHz, DMSO-d6) δ 12.99 (br s, 1H), 8.75 (s, 1H), 7.40-7.24 (m, 6H), 4.97 (s, 2H), 2.46 (s, 3H); MS (ES−) m/z 314.2 (M−1). Starting materials: BrCC1CCCCC1 ((bromomethyl)cyclohexane), Mg, CON(C(C1=CC=CC=C1)=O)C (N-methoxy-N-methylbenzamide). Run in C1CCOC1 (THF). The product is C1(CCCCC1)CC(=O)C1=CC=CC=C1 (2-cyclohexyl-1-phenylethanone). The yield is 64.8%. Reaction SMILES: Br[CH2:2][CH:3]1[CH2:8][CH2:7][CH2:6][CH2:5][CH2:4]1.CON(C)[C:12](=[O:19])[C:13]1[CH:18]=[CH:17][CH:16]=[CH:15][CH:14]=1>C1COCC1>[CH:3]1([CH2:2][C:12]([C:13]2[CH:18]=[CH:17][CH:16]=[CH:15][CH:14]=2)=[O:19])[CH2:8][CH2:7][CH2:6][CH2:5][CH2:4]1. Procedure: To a suspension of Mg (735 mg, 30.5 mmol) in anhydrous THF (20 mL) was added (bromomethyl)cyclohexane (5.4 g, 30.5 mmol) at 10° C. under N2 atmosphere. The resulting mixture was stirred at reflux until all of Mg was consumed. Then the resulting mixture was cooled to ambient temperature and N-methoxy-N-methylbenzamide (1.0 g, 6.1 mmol) was added and the mixture was stirred at 10° C. for 2 hours. The mixture was quenched with aqueous saturated NH4Cl (50 mL). Followed a standard aqueous/EtOAc worku... The reactants are N1C=NC=C1 (imidazole), FC=1C=C(C=CC1F)C1=NOC(C1)COC1=NOC=C1 ((5RS)-3-(3,4-difluorophenyl)-5-isoxazol-3-yloxymethyl-4,5-dihydroisoxazole), [H-].[Na+] (sodium hydride). Solvent: CN(C=O)C (N,N-dimethylformamide), CN(C=O)C (N,N-dimethylformamide), CN(C=O)C (N,N-dimethylformamide). Run at time 16 hour. Product: FC=1C=C(C=CC1N1C=NC=C1)C1=NOC(C1)COC1=NOC=C1 ((5RS)-3-(3-Fluoro-4-imidazol-1-ylphenyl)-5-isoxazol-3-yloxymethyl-4,5-dihydroisoxazole). Isolated yield 41.5%. As a reaction SMILES: [H-].[Na+].[NH:3]1[CH:7]=[CH:6][N:5]=[CH:4]1.[F:8][C:9]1[CH:10]=[C:11]([C:16]2[CH2:20][CH:19]([CH2:21][O:22][C:23]3[CH:27]=[CH:26][O:25][N:24]=3)[O:18][N:17]=2)[CH:12]=[CH:13][C:14]=1F>CN(C)C=O>[F:8][C:9]1[CH:10]=[C:11]([C:16]2[CH2:20][CH:19]([CH2:21][O:22][C:23]3[CH:27]=[CH:26][O:25][N:24]=3)[O:18][N:17]=2)[CH:12]=[CH:13][C:14]=1[N:3]1[CH:7]=[CH:6][N:5]=[CH:4]1 |f:0.1|. Reported procedure: A slurry of sodium hydride (60% in oil, 22 mg, 0.55 mM) in anhydrous N,N-dimethylformamide (0.5 ml) was stirred under an atmosphere of nitrogen and treated dropwise with a solution of imidazole (38 mg, 0.55 mM) in anhydrous N,N-dimethylformamide (0.5 ml) at 0°. The mixture was allowed to warm to ambient temperature over 20 minutes, then a solution of (5RS)-3-(3,4-difluorophenyl)-5-isoxazol-3-yloxymethyl-4,5-dihydroisoxazole (140 mg, 0.5 mM) in anhydrous N,N-dimethylformamide (1 ml) added, and th...